The task is: describe an organic reaction: reactants, conditions, products, and yield. This data is from the Open Reaction Database (ORD), a public repository of structured organic reaction records. Starting materials: O=C([O-])[O-], CN(C)C=O, CCCNC(=O)Nc1ccc(Oc2ccnc3cc(O)c(OC)cc23)cc1Cl, ClCc1ccccn1, Cl, [K+], [K+], O. The product is CCCNC(=O)Nc1ccc(Oc2ccnc3cc(OCc4ccccn4)c(OC)cc23)cc1Cl. Reaction SMILES: [C:29](=[O:30])([O-:31])[O-:32].[CH3:45][N:46]([CH3:47])[CH:48]=[O:49].[Cl:1][c:2]1[c:3]([NH:22][C:23](=[O:24])[NH:25][CH2:26][CH2:27][CH3:28])[cH:4][cH:5][c:6]([O:8][c:9]2[cH:10][cH:11][n:12][c:13]3[cH:14][c:15]([OH:21])[c:16]([O:19][CH3:20])[cH:17][c:18]23)[cH:7]1.[Cl:36][CH2:37][c:38]1[n:39][cH:40][cH:41][cH:42][cH:43]1.[ClH:35].[K+:33].[K+:34].[OH2:44]>>[Cl:1][c:2]1[c:3]([NH:22][C:23](=[O:24])[NH:25][CH2:26][CH2:27][CH3:28])[cH:4][cH:5][c:6]([O:8][c:9]2[cH:10][cH:11][n:12][c:13]3[cH:14][c:15]([O:21][CH2:37][c:38]4[n:39][cH:40][cH:41][cH:42][cH:43]4)[c:16]([O:19][CH3:20])[cH:17][c:18]23)[cH:7]1. The reactants are FC=1C(=CC(=NC1)[N+](=O)[O-])C (5-fluoro-4-methyl-2-nitropyridine), OC1=CC(=NC=C1)Cl (4-hydroxy-2-chloropyridine), C(=O)([O-])[O-].[K+].[K+] (K2CO3). The solvent is CN(C)C=O (DMF). Run at temperature 80 celsius. Yields the product ClC1=NC=CC(=C1)OC=1C(=CC(=NC1)[N+](=O)[O-])C (5-((2-chloropyridin-4-yl)oxy)-4-methyl-2-nitropyridine). Isolated yield 62.5%. RXN SMILES: F[C:2]1[C:3]([CH3:11])=[CH:4][C:5]([N+:8]([O-:10])=[O:9])=[N:6][CH:7]=1.[OH:12][C:13]1[CH:18]=[CH:17][N:16]=[C:15]([Cl:19])[CH:14]=1.C([O-])([O-])=O.[K+].[K+]>CN(C=O)C>[Cl:19][C:15]1[CH:14]=[C:13]([O:12][C:2]2[C:3]([CH3:11])=[CH:4][C:5]([N+:8]([O-:10])=[O:9])=[N:6][CH:7]=2)[CH:18]=[CH:17][N:16]=1 |f:2.3.4|. Procedure: A mixture of 5-fluoro-4-methyl-2-nitropyridine (0.8 g, 5.12 mmol), 4-hydroxy-2-chloropyridine (0.996 g, 7.69 mmol) and K2CO3 (0.708 g, 5.12 mmol) in DMF (10 mL) was heated at 80° C. for 4 h. The mixture was cooled to RT, poured onto water, extracted with EtOAc (2×) and the combined organics were washed with brine, dried over Na2SO4, concentrated to dryness and purified via silica gel chromatography (EtOAc/Hex) to afford 5-((2-chloropyridin-4-yl)oxy)-4-methyl-2-nitropyridine (850 mg, 62%) as an o... Starting materials: CCO, O=[N+]([O-])c1ccc(OCC2CC2)nc1. Product: Nc1ccc(OCC2CC2)nc1. RXN SMILES: [CH3:15][CH2:16][OH:17].[CH:1]1([CH2:4][O:5][c:6]2[n:7][cH:8][c:9]([N+:12]([O-:13])=[O:14])[cH:10][cH:11]2)[CH2:2][CH2:3]1>>[CH:1]1([CH2:4][O:5][c:6]2[n:7][cH:8][c:9]([NH2:12])[cH:10][cH:11]2)[CH2:2][CH2:3]1. Reactants: FC(C=1C=C(C=C(C1)C(F)(F)F)C(=O)N1C[C@H]([C@H](CC1)N1CCNCC1)C1=CC=CC=C1)(F)F (rac-cis-(3,5-bis-trifluoromethyl-phenyl)-(3-phenyl-4-piperazin-1-yl-piperidin-1-yl)-methanone), ClCC(=O)N1CCOCC1 (4-(2-chloroacetyl)morpholine). Yields the product FC(C=1C=C(C(=O)N2C[C@H]([C@H](CC2)N2CCN(CC2)CC(=O)N2CCOCC2)C2=CC=CC=C2)C=C(C1)C(F)(F)F)(F)F (Rac-cis-2-{4-[1-(3,5-Bis-trifluoromethyl-benzoyl)-3-phenyl-piperidin-4-yl]-piperazin-1-yl}-1-morpholin-4-yl-ethanone). RXN SMILES: [F:1][C:2]([F:34])([F:33])[C:3]1[CH:4]=[C:5]([C:13]([N:15]2[CH2:20][CH2:19][C@H:18]([N:21]3[CH2:26][CH2:25][NH:24][CH2:23][CH2:22]3)[C@H:17]([C:27]3[CH:32]=[CH:31][CH:30]=[CH:29][CH:28]=3)[CH2:16]2)=[O:14])[CH:6]=[C:7]([C:9]([F:12])([F:11])[F:10])[CH:8]=1.Cl[CH2:36][C:37]([N:39]1[CH2:44][CH2:43][O:42][CH2:41][CH2:40]1)=[O:38]>>[F:34][C:2]([F:33])([F:1])[C:3]1[CH:4]=[C:5]([CH:6]=[C:7]([C:9]([F:10])([F:11])[F:12])[CH:8]=1)[C:13]([N:15]1[CH2:20][CH2:19][C@H:18]([N:21]2[CH2:26][CH2:25][N:24]([CH2:36][C:37]([N:39]3[CH2:44][CH2:43][O:42][CH2:41][CH2:40]3)=[O:38])[CH2:23][CH2:22]2)[C@H:17]([C:27]2[CH:32]=[CH:31][CH:30]=[CH:29][CH:28]=2)[CH2:16]1)=[O:14]. Reported procedure: The title compound, MS: m/e=613.1 (M+H+), was prepared in accordance with the general method of example 35 from rac-cis-(3,5-bis-trifluoromethyl-phenyl)-(3-phenyl-4-piperazin-1-yl-piperidin-1-yl)-methanone and 4-(2-chloroacetyl)morpholine. Starting materials: N1CCOCC1 (morpholine), C(C=C)OC(=O)[C@@H]([C@@H](C(=O)OC)OCC1=CC=CC=C1)CC(C)C (methyl 3(R)-(allyloxycarbonyl)-2(S)-benzyloxy-5-methylhexanoate). Reagents/catalysts: C=1C=CC(=CC1)[P](C=2C=CC=CC2)(C=3C=CC=CC3)[Pd]([P](C=4C=CC=CC4)(C=5C=CC=CC5)C=6C=CC=CC6)([P](C=7C=CC=CC7)(C=8C=CC=CC8)C=9C=CC=CC9)[P](C=1C=CC=CC1)(C=1C=CC=CC1)C=1C=CC=CC1 (tetrakis(triphenylphosphine)palladium(0)). Run in O1CCCC1 (tetrahydrofuran). Reaction conditions: time 0.5 hour. Product: C(=O)(O)[C@@H]([C@@H](C(=O)OC)OCC1=CC=CC=C1)CC(C)C (methyl 3(R)-carboxy-2(S)-benzyloxy-5-methylhexanoate). The yield is 121.2%. Reaction SMILES: N1CCOCC1.C([O:10][C:11]([C@H:13]([CH2:27][CH:28]([CH3:30])[CH3:29])[C@H:14]([O:19][CH2:20][C:21]1[CH:26]=[CH:25][CH:24]=[CH:23][CH:22]=1)[C:15]([O:17][CH3:18])=[O:16])=[O:12])C=C>O1CCCC1.C1C=CC([P]([Pd]([P](C2C=CC=CC=2)(C2C=CC=CC=2)C2C=CC=CC=2)([P](C2C=CC=CC=2)(C2C=CC=CC=2)C2C=CC=CC=2)[P](C2C=CC=CC=2)(C2C=CC=CC=2)C2C=CC=CC=2)(C2C=CC=CC=2)C2C=CC=CC=2)=CC=1>[C:11]([C@H:13]([CH2:27][CH:28]([CH3:30])[CH3:29])[C@H:14]([O:19][CH2:20][C:21]1[CH:22]=[CH:23][CH:24]=[CH:25][CH:26]=1)[C:15]([O:17][CH3:18])=[O:16])([OH:12])=[O:10] |^1:39,41,60,79|. Procedure details: 0.39 ml of morpholine and 0.05 g of tetrakis(triphenylphosphine)palladium(0) were added to a stirred solution of 0.15 g of methyl 3(R)-(allyloxycarbonyl)-2(S)-benzyloxy-5-methylhexanoate in 5 ml of tetrahydrofuran under a nitrogen atmosphere. After stirring the mixture for 0.5 hour the solvent was evaporated. The residue was dissolved in dichloromethane and washed in succession with 2M aqueous hydrochloric acid and water. The organic phase was dried over anhydrous magnesium sulphate and the solv...